This data is from the Open Reaction Database (ORD), a public repository of structured organic reaction records. The task is: describe an organic reaction: reactants, conditions, products, and yield The yield is 82.3%. Product: FC1=C(C=CC2=C1C(N1[C@H](C(N2)=O)CCC1)=O)F ((S)-6,7-difluoro-2,3,5,10,11,11a-hexahydro-1H-pyrrolo[2,1-c][1,4]benzodiazepine-5,11-dione). The reactants are FC1=C(C=CC2=C1C(OC(N2)=O)=O)F (5,6-difluoro-2,4-dihydro-1H-3,1-benzoxazine-2,4-dione), N1[C@H](C(=O)O)CCC1 (L-proline). Solvent: CN(C=O)C (dimethylformamide), C(C)(=O)O (acetic acid). As a reaction SMILES: [F:1][C:2]1[C:7]2[C:8](=[O:13])O[C:10](=[O:12])[NH:11][C:6]=2[CH:5]=[CH:4][C:3]=1[F:14].[NH:15]1[CH2:22][CH2:21][CH2:20][C@H:16]1C(O)=O>CN(C)C=O.C(O)(=O)C>[F:1][C:2]1[C:7]2[C:8](=[O:13])[N:15]3[CH2:22][CH2:21][CH2:20][C@H:16]3[C:10](=[O:12])[NH:11][C:6]=2[CH:5]=[CH:4][C:3]=1[F:14]. Procedure details: A solution of 28.8 g (144.6 mmol) of 5,6-difluoro-2,4-dihydro-1H-3,1-benzoxazine-2,4-dione and 16.7 g (144.6 mmol) of L-proline in 110 ml of dimethylformamide and 20 ml of acetic acid was stirred at 120° for 16 hours. The brown solution was evaporated and the brown residue obtained was crystallized from ethanol. There were obtained 30 g (82%) of (S)-6,7-difluoro-2,3,5,10,11,11a-hexahydro-1H-pyrrolo[2,1-c][1,4]benzodiazepine-5,11-dione as colourless crystals of m.p. >250°. Reactants: C1CCOC1, CCO, CCOC(=O)C1CCOc2cc(Oc3ccc(C(=O)NCCc4ccc(Cl)cc4OC)cc3)c(Cl)cc21, [Na+], [OH-]. Yields the product COc1cc(Cl)ccc1CCNC(=O)c1ccc(Oc2cc3c(cc2Cl)C(C(=O)O)CCO3)cc1. RXN SMILES: [CH2:40]1[O:41][CH2:42][CH2:43][CH2:44]1.[CH3:45][CH2:46][OH:47].[Cl:1][c:2]1[cH:3][c:4]2[c:9]([cH:10][c:11]1[O:12][c:13]1[cH:14][cH:15][c:16]([C:19]([NH:20][CH2:21][CH2:22][c:23]3[c:24]([O:30][CH3:31])[cH:25][c:26]([Cl:29])[cH:27][cH:28]3)=[O:32])[cH:17][cH:18]1)[O:8][CH2:7][CH2:6][CH:5]2[C:33](=[O:34])[O:35][CH2:36][CH3:37].[Na+:39].[OH-:38]>>[Cl:1][c:2]1[cH:3][c:4]2[c:9]([cH:10][c:11]1[O:12][c:13]1[cH:14][cH:15][c:16]([C:19]([NH:20][CH2:21][CH2:22][c:23]3[c:24]([O:30][CH3:31])[cH:25][c:26]([Cl:29])[cH:27][cH:28]3)=[O:32])[cH:17][cH:18]1)[O:8][CH2:7][CH2:6][CH:5]2[C:33](=[O:34])[OH:35]. The reactants are BrCC1=CC=CC=2C3=CC=CC=C3CC12 ((bromo)(fluorenyl)methane), C1(C=CC=C1)[Na] (cyclopentadienylsodium). The solvent is CCOCC (ether). Run at time 2 hour. Yields the product C1(C=CC=C1)CC1=CC=CC=2C3=CC=CC=C3CC12 ((cyclopentadienyl)(fluorenyl)methane). The yield is 70.0%. Reaction SMILES: Br[CH2:2][C:3]1[C:15]2[CH2:14][C:13]3[C:8](=[CH:9][CH:10]=[CH:11][CH:12]=3)[C:7]=2[CH:6]=[CH:5][CH:4]=1.[CH:16]1([Na])[CH:20]=[CH:19][CH:18]=[CH:17]1>CCOCC>[CH:19]1([CH2:2][C:3]2[C:15]3[CH2:14][C:13]4[C:8](=[CH:9][CH:10]=[CH:11][CH:12]=4)[C:7]=3[CH:6]=[CH:5][CH:4]=2)[CH:18]=[CH:17][CH:16]=[CH:20]1. Procedure details: The ligand (cyclopentadienyl)(fluorenyl)methane was prepared as follows. To 0.4 mole dibromomethane dissolved in 200 mL pentane was added 0.2 mole fluorenyllithium powder. After the addition was complete, the reaction mixture was stirred for two hours. The reaction mixture was filtered and the filtrate washed with 100 mL of distilled water. The organic phase was dried with Na2SO4 and the solvent was stripped under vacuum. The residue was washed with 150 mL pentane to remove unreacted fluorene an... The reactants are C(C)(=O)NC=1SC(=C(N1)C)C1=CC=C(S1)S(=O)(=O)Cl (5-[2-(acetylamino)-4-methyl-1,3-thiazol-5-yl]thiophene-2-sulfonyl chloride), O (water), CN1CCNCC1 (N-Methyl piperazine), CCN(C(C)C)C(C)C (DIEA). Solvent: C(Cl)Cl (DCM). The product is CC=1N=C(SC1C=1SC(=CC1)S(=O)(=O)N1CCNCC1)NC(C)=O (N-(4-methyl-5-{5-[(piperazin-1-yl)sulfonyl]-2-thienyl}-1,3-thiazol-2-yl) acetamide). As a reaction SMILES: [C:1]([NH:4][C:5]1[S:6][C:7]([C:11]2[S:15][C:14]([S:16](Cl)(=[O:18])=[O:17])=[CH:13][CH:12]=2)=[C:8]([CH3:10])[N:9]=1)(=[O:3])[CH3:2].C[N:21]1[CH2:26][CH2:25][NH:24][CH2:23][CH2:22]1.CCN(C(C)C)C(C)C.O>C(Cl)Cl>[CH3:10][C:8]1[N:9]=[C:5]([NH:4][C:1](=[O:3])[CH3:2])[S:6][C:7]=1[C:11]1[S:15][C:14]([S:16]([N:21]2[CH2:26][CH2:25][NH:24][CH2:23][CH2:22]2)(=[O:18])=[O:17])=[CH:13][CH:12]=1. Procedure: 5-[2-(acetylamino)-4-methyl-1,3-thiazol-5-yl]thiophene-2-sulfonyl chloride, prepared as in Step II of Example 1 (280 mg; 0.84 mmol; 1 eq), is dissolved in DCM (10 ml). N-Methyl piperazine (1.4 g; 16.8 mmol; 20 eq) and DIEA (0.17 ml; 0.98 mmol; 3 eq) are added. After one night reaction, water (1 ml) is added and the solvents evaporated to dryness. The crude product is re-dissolved in DCM and washed with NH4Cl saturated solution, water and dried over MgSO4. After evaporation of the solvents, crude... Isolated yield 96.1%. Starting materials: OCC=1NC=2C=CC=C(C2C1)C(=O)OCC1=CC=CC=C1 (benzyl 2-hydroxymethylindole-4-carboxylate), N1C=NC=C1 (imidazole), [Si](C1=CC=CC=C1)(C1=CC=CC=C1)(C(C)(C)C)Cl (tert-butyldiphenylsilyl chloride). As a reaction SMILES: [OH:1][CH2:2][C:3]1[NH:4][C:5]2[CH:6]=[CH:7][CH:8]=[C:9]([C:12]([O:14][CH2:15][C:16]3[CH:21]=[CH:20][CH:19]=[CH:18][CH:17]=3)=[O:13])[C:10]=2[CH:11]=1.N1C=CN=C1.[Si:27](Cl)([C:40]([CH3:43])([CH3:42])[CH3:41])([C:34]1[CH:39]=[CH:38][CH:37]=[CH:36][CH:35]=1)[C:28]1[CH:33]=[CH:32][CH:31]=[CH:30][CH:29]=1>CN(C)C=O.C(OCC)(=O)C>[Si:27]([O:1][CH2:2][C:3]1[NH:4][C:5]2[CH:6]=[CH:7][CH:8]=[C:9]([C:12]([O:14][CH2:15][C:16]3[CH:21]=[CH:20][CH:19]=[CH:18][CH:17]=3)=[O:13])[C:10]=2[CH:11]=1)([C:40]([CH3:43])([CH3:42])[CH3:41])([C:34]1[CH:35]=[CH:36][CH:37]=[CH:38][CH:39]=1)[C:28]1[CH:33]=[CH:32][CH:31]=[CH:30][CH:29]=1. Yields the product [Si](C1=CC=CC=C1)(C1=CC=CC=C1)(C(C)(C)C)OCC=1NC=2C=CC=C(C2C1)C(=O)OCC1=CC=CC=C1 (benzyl 2-tert-butyldiphenylsilyloxymethylindole-4-carboxylate). Reaction conditions: time 2 hour. Procedure details: To a solution of benzyl 2-hydroxymethylindole-4-carboxylate (456 mg) and imidazole (364 mg) in N,N-dimethylformamide (10 ml) was added tert-butyldiphenylsilyl chloride (802 mg) and the solution was stirred at ambient temperature for 2 hours. The resulting mixture was diluted with ethyl acetate (30 ml) and washed successively with water and brine. The organic layer was dried over magnesium sulfate and concentrated in vacuo. The residue was purified be silica gel column chromatography (eluent; n-h... The solvent is C(C)(=O)OCC (ethyl acetate), CN(C=O)C (N,N-dimethylformamide). Starting materials: C(#N)C1=C(N(C2=NC(=CC(=C21)C)C)C2CCC1=CC=CC=C21)/C=C/C(=O)OCC (Ethyl (2E)-3-[3-cyano-1-(indan-1-yl)-4,6-dimethyl-1H-pyrrolo[2,3-b]pyridin-2-yl]acrylate), O (water), Cl (hydrochloric acid), [OH-].[Na+] (sodium hydroxide). Run in C(C)O.O1CCCC1 (ethanol tetrahydrofuran). Conditions: temperature 50 celsius, time 40 minute. Yields the product C(#N)C1=C(N(C2=NC(=CC(=C21)C)C)C2CCC1=CC=CC=C21)/C=C/C(=O)O ((2E)-3-[3-cyano-1-(indan-1-yl)-4,6-dimethyl-1H-pyrrolo[2,3-b]pyridin-2-yl]acrylic acid). The yield is 88.6%. As a reaction SMILES: [C:1]([C:3]1[C:11]2[C:6](=[N:7][C:8]([CH3:13])=[CH:9][C:10]=2[CH3:12])[N:5]([CH:14]2[C:22]3[C:17](=[CH:18][CH:19]=[CH:20][CH:21]=3)[CH2:16][CH2:15]2)[C:4]=1/[CH:23]=[CH:24]/[C:25]([O:27]CC)=[O:26])#[N:2].[OH-].[Na+].O.Cl>C(O)C.O1CCCC1>[C:1]([C:3]1[C:11]2[C:6](=[N:7][C:8]([CH3:13])=[CH:9][C:10]=2[CH3:12])[N:5]([CH:14]2[C:22]3[C:17](=[CH:18][CH:19]=[CH:20][CH:21]=3)[CH2:16][CH2:15]2)[C:4]=1/[CH:23]=[CH:24]/[C:25]([OH:27])=[O:26])#[N:2] |f:1.2,5.6|. Procedure details: Ethyl (2E)-3-[3-cyano-1-(indan-1-yl)-4,6-dimethyl-1H-pyrrolo[2,3-b]pyridin-2-yl]acrylate (5.54 g) was dissolved in ethanol-tetrahydrofuran (1 : 1, v/v) (60 ml) and a 2 N aqueous sodium hydroxide solution (14.4 ml) was added thereto at 50° C. After agitating the mixture at 50° C. for 40 minutes, the reaction solution was poured into water (300 ml), and concentrated hydrochloric acid was added thereto to adjust the pH to 3 to 4. The resultant mixture was extracted with ethyl acetate-tetrahydrofura... Starting materials: CCOC(C)=O, CO, CC(=O)Nc1ccc(C#Cc2cnc(C#N)c(Cl)c2)cc1, [H][H]. The product is CC(=O)Nc1ccc(CCc2cnc(C#N)c(Cl)c2)cc1. As a reaction SMILES: [C:26]([O:27][CH2:28][CH3:29])(=[O:30])[CH3:31].[CH3:24][OH:25].[Cl:1][c:2]1[cH:3][c:4]([C:10]#[C:11][c:12]2[cH:13][cH:14][c:15]([NH:18][C:19]([CH3:20])=[O:21])[cH:16][cH:17]2)[cH:5][n:6][c:7]1[C:8]#[N:9].[H:22][H:23]>>[Cl:1][c:2]1[cH:3][c:4]([CH2:10][CH2:11][c:12]2[cH:13][cH:14][c:15]([NH:18][C:19]([CH3:20])=[O:21])[cH:16][cH:17]2)[cH:5][n:6][c:7]1[C:8]#[N:9]. Reactants: O (water), Cl (hydrochloric acid), O (water), CO[C@H]([C@H](C(=O)OCC)C)C (ethyl (2R, 3S)-3-methoxy-2-methylbutyrate). Solvent: O1CCOCC1 (dioxane). Reaction conditions: temperature 90 celsius. Yields the product CO[C@H]([C@H](C(=O)O)C)C ((2R, 3S)-3-methoxy-2-methylbutyric acid). Isolated yield 70.8%. RXN SMILES: [CH3:1][O:2][C@@H:3]([CH3:11])[C@@H:4]([CH3:10])[C:5]([O:7]CC)=[O:6].Cl.O>O1CCOCC1>[CH3:1][O:2][C@@H:3]([CH3:11])[C@@H:4]([CH3:10])[C:5]([OH:7])=[O:6]. Reported procedure: This methyl ether (2.55 g) was dissolved in dioxane (50 ml) and conc. hydrochloric acid (36 %, 10 ml) and water (50 ml) were added to the solution. The solution was heated at 90° C. for 5 hours. The reaction mixture was poured into water (100 ml) and the mixture was extracted 4 times with ethyl acetate. The combined extract was dehydrated, concentrated and distilled under reduced pressure (b.p. 105° C./1 mmHg) to obtain (2R, 3S)-3-methoxy-2-methylbutyric acid (1.49 g). Starting materials: CC(=O)Nc1ncc(C2=C(NC(=O)CC(=O)OC(c3ccccc3)c3ccccc3)N3C(=O)C(c4cccs4)C3OC2)s1, CCO, O=CO. Product: CC(=O)Nc1ncc(C2=C(NC(=O)CC(=O)O)N3C(=O)C(c4cccs4)C3OC2)s1. Reaction SMILES: [C:1]([CH3:2])(=[O:3])[NH:4][c:5]1[s:6][c:7]([C:10]2=[C:11]([NH:24][C:25]([CH2:26][C:27](=[O:28])[O:29][CH:30]([c:31]3[cH:32][cH:33][cH:34][cH:35][cH:36]3)[c:37]3[cH:38][cH:39][cH:40][cH:41][cH:42]3)=[O:43])[N:12]3[C:13](=[O:23])[CH:14]([c:18]4[s:19][cH:20][cH:21][cH:22]4)[CH:15]3[O:16][CH2:17]2)[cH:8][n:9]1.[CH3:47][CH2:48][OH:49].[CH:44]([OH:45])=[O:46]>>[C:1]([CH3:2])(=[O:3])[NH:4][c:5]1[s:6][c:7]([C:10]2=[C:11]([NH:24][C:25]([CH2:26][C:27](=[O:28])[OH:29])=[O:43])[N:12]3[C:13](=[O:23])[CH:14]([c:18]4[s:19][cH:20][cH:21][cH:22]4)[CH:15]3[O:16][CH2:17]2)[cH:8][n:9]1.